This data is from the Open Reaction Database (ORD), a public repository of structured organic reaction records. The task is: describe an organic reaction: reactants, conditions, products, and yield The reactants are C(C1=CC=CC=C1)OC(=O)N1CC(C1)C(C(=O)OCC)C(=O)O (ethyl hydrogen (1-benzyloxycarbonyl-3-azetidinyl)malonate), C(C)(=O)[O-].[K+] (potassium acetate). Solvent: C(C)#N (acetonitrile). Yields the product C(C1=CC=CC=C1)OC(=O)N1CC(C1)C(C(=O)OCC)=C (Ethyl 2-(1-benzyloxycarbonyl-3-azetidinyl)acrylate). The yield is 86.3%. As a reaction SMILES: [CH2:1]([O:8][C:9]([N:11]1[CH2:14][CH:13]([CH:15]([C:21](O)=O)[C:16]([O:18][CH2:19][CH3:20])=[O:17])[CH2:12]1)=[O:10])[C:2]1[CH:7]=[CH:6][CH:5]=[CH:4][CH:3]=1.C([O-])(=O)C.[K+]>C(#N)C>[CH2:1]([O:8][C:9]([N:11]1[CH2:12][CH:13]([C:15](=[CH2:21])[C:16]([O:18][CH2:19][CH3:20])=[O:17])[CH2:14]1)=[O:10])[C:2]1[CH:3]=[CH:4][CH:5]=[CH:6][CH:7]=1 |f:1.2|. Procedure details: To 732 mg (2.28 mmol) of ethyl hydrogen (1-benzyloxycarbonyl-3-azetidinyl)malonate dissolved in 70 ml of acetonitrile were added 1.05 g (5.67 mmol) of Eshenmoser's salt and a catalytically effective amount of potassium acetate, followed by 4.5 hours of heating under reflux. After evaporation of the solvent, the resulting residue was mixed with 100 ml of ethyl acetate, washed with 10% citric acid aqueous solution, 10% sodium sulfite aqueous solution and saturated brine in that order, and then dri...